Task: describe an organic reaction: reactants, conditions, products, and yield. Dataset: the Open Reaction Database (ORD), a public repository of structured organic reaction records Reactants: [OH-].[Na+] (sodium hydroxide), Cl.NC(COC1=NOC2=C1C=C(C=C2)Cl)COC(C2=CC=CC=C2)=O (3-(2-amino-3-benzoyloxypropoxy)-5-chloro-1,2-benzoisoxazole hydrochloride). Run in CO (methanol). Yields the product NC(COC1=NOC2=C1C=C(C=C2)Cl)CO (3-(2-amino-3-hydroxypropoxy)-5-chloro-1,2-benzoisoxazole). Reaction SMILES: [OH-].[Na+].Cl.[NH2:4][CH:5]([CH2:18][O:19]C(=O)C1C=CC=CC=1)[CH2:6][O:7][C:8]1[C:12]2[CH:13]=[C:14]([Cl:17])[CH:15]=[CH:16][C:11]=2[O:10][N:9]=1>CO>[NH2:4][CH:5]([CH2:18][OH:19])[CH2:6][O:7][C:8]1[C:12]2[CH:13]=[C:14]([Cl:17])[CH:15]=[CH:16][C:11]=2[O:10][N:9]=1 |f:0.1,2.3|. Reported procedure: To a solution of 4.00 g of sodium hydroxide in 77 ml of methanol is added 7.66 g of 3-(2-amino-3-benzoyloxypropoxy)-5-chloro-1,2-benzoisoxazole hydrochloride at 20°-25° C., and they are subjected to reaction at the same temperature for ten minutes. The solvent is removed from the reaction mixture by distillation under reduced pressure, and ethyl acetate and water are added to the residue obtained, and after shaking, the organic layer is separated. The separated organic layer is washed with a sat... Reactants: C(C)(=O)O (Acetic acid), C(C1=CC=NC=C1)(=O)NN (isonicotinohydrazide), C([O-])([O-])=O.[Na+].[Na+] (sodium carbonate), I.CSC(CCN1C(C2=CC=CC=C2C1=O)=O)=N (3-(1,3-dioxo-1,3-dihydro-isoindol-2-yl)-thiopropionimidic acid methyl ester hydroiodide). Run in CC(C)O (2-propanol). Conditions: temperature 85 celsius, time 1 hour. The product is N1=CC=C(C=C1)C=1NC(=NN1)CCN1C(C2=CC=CC=C2C1=O)=O (2-(2-(5-(Pyridin-4-yl)-4H-1,2,4-triazol-3-yl)ethyl)isoindoline-1,3-dione). The yield is 41.0%. RXN SMILES: I.CS[C:4](=[NH:18])[CH2:5][CH2:6][N:7]1[C:15](=[O:16])[C:14]2[C:9](=[CH:10][CH:11]=[CH:12][CH:13]=2)[C:8]1=[O:17].[C:19]([NH:27][NH2:28])(=O)[C:20]1[CH:25]=[CH:24][N:23]=[CH:22][CH:21]=1.C(=O)([O-])[O-].[Na+].[Na+].C(O)(=O)C>CC(O)C>[N:23]1[CH:24]=[CH:25][C:20]([C:19]2[NH:18][C:4]([CH2:5][CH2:6][N:7]3[C:15](=[O:16])[C:14]4[C:9](=[CH:10][CH:11]=[CH:12][CH:13]=4)[C:8]3=[O:17])=[N:28][N:27]=2)=[CH:21][CH:22]=1 |f:0.1,3.4.5|. Procedure: To a suspension of 3-(1,3-dioxo-1,3-dihydro-isoindol-2-yl)-thiopropionimidic acid methyl ester hydroiodide (880 mg, 2.34 mmol) in 2-propanol (16 mL) were added isonicotinohydrazide (337 mg, 2.46 mmol) and sodium carbonate (248 mg, 2.34 mmol). The reaction mixture was stirred at 85° C. for 1 h. Acetic acid (32 mL) was added and the reaction mixture was stirred at 130° C. for 3 h. After cooling down to ambient temperature, all volatiles were evaporated. The residue was dissolved in acetic acid (30...